This data is from the Open Reaction Database (ORD), a public repository of structured organic reaction records. The task is: describe an organic reaction: reactants, conditions, products, and yield The reactants are CC(=O)NCc1cccc(-c2csc(NC(=S)NC(=O)c3ccccc3)n2)n1, CO, [Na+], [OH-], O. The product is CC(=O)NCc1cccc(-c2csc(NC(N)=S)n2)n1. Reaction SMILES: [C:3]([CH3:4])(=[O:5])[NH:6][CH2:7][c:8]1[cH:9][cH:10][cH:11][c:12](-[c:14]2[n:15][c:16]([NH:19][C:20](=[S:21])[NH:22][C:23](=[O:24])[c:25]3[cH:26][cH:27][cH:28][cH:29][cH:30]3)[s:17][cH:18]2)[n:13]1.[CH3:32][OH:33].[Na+:2].[OH-:1].[OH2:31]>>[C:3]([CH3:4])(=[O:5])[NH:6][CH2:7][c:8]1[cH:9][cH:10][cH:11][c:12](-[c:14]2[n:15][c:16]([NH:19][C:20](=[S:21])[NH2:22])[s:17][cH:18]2)[n:13]1. Reactants: [Cl-], Cc1ccc(Cl)cc1-n1c(CF)nc2ccc([N+](=O)[O-])cc2c1=O. The product is Cc1ccc(Cl)cc1-n1c(CF)nc2ccc(N)cc2c1=O. As a reaction SMILES: [Cl-:25].[F:1][CH2:2][c:3]1[n:4][c:5]2[cH:6][cH:7][c:8]([N+:22]([O-:23])=[O:24])[cH:9][c:10]2[c:11](=[O:21])[n:12]1-[c:13]1[c:14]([CH3:20])[cH:15][cH:16][c:17]([Cl:19])[cH:18]1>>[F:1][CH2:2][c:3]1[n:4][c:5]2[cH:6][cH:7][c:8]([NH2:22])[cH:9][c:10]2[c:11](=[O:21])[n:12]1-[c:13]1[c:14]([CH3:20])[cH:15][cH:16][c:17]([Cl:19])[cH:18]1. Starting materials: Cc1ccccc1, [H-], [Na+], BrCCCOC1CCCCO1, N#CC1c2ccccc2CCc2ccccc21. Product: N#CC1(CCCOC2CCCCO2)c2ccccc2CCc2ccccc21. RXN SMILES: [CH3:31][c:32]1[cH:33][cH:34][cH:35][cH:36][cH:37]1.[H-:1].[Na+:2].[O:20]1[CH:21]([O:26][CH2:27][CH2:28][CH2:29][Br:30])[CH2:22][CH2:23][CH2:24][CH2:25]1.[cH:3]1[cH:4][cH:5][cH:6][c:7]2[c:13]1[CH2:12][CH2:11][c:10]1[c:9]([cH:17][cH:16][cH:15][cH:14]1)[CH:8]2[C:18]#[N:19]>>[cH:3]1[cH:4][cH:5][cH:6][c:7]2[c:13]1[CH2:12][CH2:11][c:10]1[c:9]([cH:17][cH:16][cH:15][cH:14]1)[C:8]2([C:18]#[N:19])[CH2:29][CH2:28][CH2:27][O:26][CH:21]1[O:20][CH2:25][CH2:24][CH2:23][CH2:22]1. Reactants: OCC(O)CBr, O=C(Nc1c(I)c(C(=O)NCCO)c(I)c(C(=O)NCC(O)CO)c1I)Nc1c(I)c(C(=O)NCCO)c(I)c(C(=O)NCC(O)CO)c1I, [Na+], [OH-], O. The product is O=C(NCCO)c1c(I)c(NC(=O)N(CC(O)CO)c2c(I)c(C(=O)NCCO)c(I)c(C(=O)NCC(O)CO)c2I)c(I)c(C(=O)NCC(O)CO)c1I. As a reaction SMILES: [Br:51][CH2:52][CH:53]([CH2:54][OH:55])[OH:56].[I:1][c:2]1[c:3]([NH:24][C:25](=[O:26])[NH:27][c:28]2[c:29]([I:50])[c:30]([C:44](=[O:45])[NH:46][CH2:47][CH2:48][OH:49])[c:31]([I:43])[c:32]([C:35](=[O:36])[NH:37][CH2:38][CH:39]([CH2:40][OH:41])[OH:42])[c:33]2[I:34])[c:4]([I:23])[c:5]([C:15](=[O:16])[NH:17][CH2:18][CH:19]([CH2:20][OH:21])[OH:22])[c:6]([I:14])[c:7]1[C:8](=[O:9])[NH:10][CH2:11][CH2:12][OH:13].[Na+:59].[OH-:58].[OH2:57]>>[I:1][c:2]1[c:3]([N:24]([C:25](=[O:26])[NH:27][c:28]2[c:29]([I:50])[c:30]([C:44](=[O:45])[NH:46][CH2:47][CH2:48][OH:49])[c:31]([I:43])[c:32]([C:35](=[O:36])[NH:37][CH2:38][CH:39]([CH2:40][OH:41])[OH:42])[c:33]2[I:34])[CH2:52][CH:53]([CH2:54][OH:55])[OH:56])[c:4]([I:23])[c:5]([C:15](=[O:16])[NH:17][CH2:18][CH:19]([CH2:20][OH:21])[OH:22])[c:6]([I:14])[c:7]1[C:8](=[O:9])[NH:10][CH2:11][CH2:12][OH:13]. Starting materials: O=C([O-])[O-], Cc1ccc(S(=O)(=O)n2cc(I)c3c(NC4CC4)nc(Cl)nc32)cc1, [Na+], [Na+], C1COCCO1, O, Cl[Pd]Cl, c1ccc(P(c2ccccc2)c2ccccc2)cc1, c1ccc(P(c2ccccc2)c2ccccc2)cc1, OB(O)c1ccncc1. Product: Cc1ccc(S(=O)(=O)n2cc(-c3ccncc3)c3c(NC4CC4)nc(Cl)nc32)cc1. Reaction SMILES: [C:35](=[O:36])([O-:37])[O-:38].[Cl:1][c:2]1[n:3][c:4]([NH:22][CH:23]2[CH2:24][CH2:25]2)[c:5]2[c:6]([n:7]1)[n:8]([S:12](=[O:13])(=[O:14])[c:15]1[cH:16][cH:17][c:18]([CH3:19])[cH:20][cH:21]1)[cH:9][c:10]2[I:11].[Na+:39].[Na+:40].[O:41]1[CH2:42][CH2:43][O:44][CH2:45][CH2:46]1.[OH2:47].[Pd:48]([Cl:49])[Cl:50].[c:51]1([P:52]([c:53]2[cH:54][cH:55][cH:56][cH:57][cH:58]2)[c:59]2[cH:60][cH:61][cH:62][cH:63][cH:64]2)[cH:65][cH:66][cH:67][cH:68][cH:69]1.[c:70]1([P:71]([c:72]2[cH:73][cH:74][cH:75][cH:76][cH:77]2)[c:78]2[cH:79][cH:80][cH:81][cH:82][cH:83]2)[cH:84][cH:85][cH:86][cH:87][cH:88]1.[n:26]1[cH:27][cH:28][c:29]([B:32]([OH:33])[OH:34])[cH:30][cH:31]1>>[Cl:1][c:2]1[n:3][c:4]([NH:22][CH:23]2[CH2:24][CH2:25]2)[c:5]2[c:6]([n:7]1)[n:8]([S:12](=[O:13])(=[O:14])[c:15]1[cH:16][cH:17][c:18]([CH3:19])[cH:20][cH:21]1)[cH:9][c:10]2-[c:29]1[cH:28][cH:27][n:26][cH:31][cH:30]1. Reactants: Cc1coc2c1C(=O)CC(c1cccs1)C2, CCO, Cl, Cl, N=C(N)NN, O. The product is Cc1coc2c1C(=NNC(=N)N)CC(c1cccs1)C2, Cl. As a reaction SMILES: [CH3:1][c:2]1[cH:3][o:4][c:5]2[c:6]1[C:7](=[O:16])[CH2:8][CH:9]([c:11]1[s:12][cH:13][cH:14][cH:15]1)[CH2:10]2.[CH3:25][CH2:26][OH:27].[ClH:17].[ClH:23].[NH2:18][NH:19][C:20](=[NH:21])[NH2:22].[OH2:24]>>[CH3:1][c:2]1[cH:3][o:4][c:5]2[c:6]1[C:7](=[N:18][NH:19][C:20](=[NH:21])[NH2:22])[CH2:8][CH:9]([c:11]1[s:12][cH:13][cH:14][cH:15]1)[CH2:10]2.[ClH:17]. The reactants are [Li]CCCC, CN(C)S(=O)(=O)n1cccn1, ClC(Cl)(Cl)C(Cl)(Cl)Cl, C1CCOC1. Product: CN(C)S(=O)(=O)n1nccc1Cl. As a reaction SMILES: [CH2:12]([Li:13])[CH2:14][CH2:15][CH3:16].[CH3:1][N:2]([S:3](=[O:4])(=[O:5])[n:6]1[n:7][cH:8][cH:9][cH:10]1)[CH3:11].[Cl:17][C:18]([C:19]([Cl:20])([Cl:21])[Cl:22])([Cl:23])[Cl:24].[O:25]1[CH2:26][CH2:27][CH2:28][CH2:29]1>>[CH3:1][N:2]([S:3](=[O:4])(=[O:5])[n:6]1[n:7][cH:8][cH:9][c:10]1[Cl:17])[CH3:11].